This data is from the Open Reaction Database (ORD), a public repository of structured organic reaction records. The task is: describe an organic reaction: reactants, conditions, products, and yield Reactants: CC(C)(C)OO, CNCc1ccccc1, CN(C)c1nn2c(C=O)cnc2s1, CC#N, O. Yields the product CN(Cc1ccccc1)C(=O)c1cnc2sc(N(C)C)nn12. RXN SMILES: [C:23]([O:24][OH:25])([CH3:26])([CH3:27])[CH3:28].[CH3:14][NH:15][CH2:16][c:17]1[cH:18][cH:19][cH:20][cH:21][cH:22]1.[CH3:1][N:2]([c:3]1[n:4][n:5]2[c:6]([s:7]1)[n:8][cH:9][c:10]2[CH:11]=[O:12])[CH3:13].[CH3:29][C:30]#[N:31].[OH2:32]>>[CH3:1][N:2]([c:3]1[n:4][n:5]2[c:6]([s:7]1)[n:8][cH:9][c:10]2[C:11](=[O:12])[N:15]([CH3:14])[CH2:16][c:17]1[cH:18][cH:19][cH:20][cH:21][cH:22]1)[CH3:13]. Reactants: C(C)(=O)OCC (ethyl acetate), C(=O)([O-])[O-].[Na+].[Na+] (Na2CO3), BrC=1C=C(C(=NC1)F)B(O)O (5-bromo-2-fluoropyridin-3-ylboronic acid), IC1=CC=CC=C1 (1-iodobenzene). Reagents/catalysts: C=1C=CC(=CC1)[P](C=2C=CC=CC2)(C=3C=CC=CC3)[Pd]([P](C=4C=CC=CC4)(C=5C=CC=CC5)C=6C=CC=CC6)([P](C=7C=CC=CC7)(C=8C=CC=CC8)C=9C=CC=CC9)[P](C=1C=CC=CC1)(C=1C=CC=CC1)C=1C=CC=CC1 (Pd(PPh3)4). Solvent: O1CCOCC1 (1,4-dioxane). Conditions: temperature 90 celsius. Product: BrC=1C=C(C(=NC1)F)C1=CC=CC=C1 (5-bromo-2-fluoro-3-phenylpyridine). Yield: 49.7%. RXN SMILES: [Br:1][C:2]1[CH:3]=[C:4](B(O)O)[C:5]([F:8])=[N:6][CH:7]=1.I[C:13]1[CH:18]=[CH:17][CH:16]=[CH:15][CH:14]=1.C([O-])([O-])=O.[Na+].[Na+].C(OCC)(=O)C>O1CCOCC1.C1C=CC([P]([Pd]([P](C2C=CC=CC=2)(C2C=CC=CC=2)C2C=CC=CC=2)([P](C2C=CC=CC=2)(C2C=CC=CC=2)C2C=CC=CC=2)[P](C2C=CC=CC=2)(C2C=CC=CC=2)C2C=CC=CC=2)(C2C=CC=CC=2)C2C=CC=CC=2)=CC=1>[Br:1][C:2]1[CH:3]=[C:4]([C:13]2[CH:18]=[CH:17][CH:16]=[CH:15][CH:14]=2)[C:5]([F:8])=[N:6][CH:7]=1 |f:2.3.4,^1:40,42,61,80|. Reported procedure: A solution of 5-bromo-2-fluoropyridin-3-ylboronic acid (620 mg, 2.82 mmol) and 1-iodobenzene (292 μL, 2.6 mmol) in 1,4-dioxane (50 μL) was degassed via nitrogen bubble for 15 mins. Then the mixture was added Pd(PPh3)4 (150 mg, 0.13 mmol) and aqueous Na2CO3 (24 μL, 5.7 mmol) and heated to 90° C. for 30 mins. The reaction was cooled to room temperature and poured into ethyl acetate (50 mL). The mixture was extracted with ethyl acetate, dried over Na2SO4, filtered and concentrated. The residue was ... The reactants are C(C)N1S(C2=C(C(C1)=O)C=CC1=CC=CC=C12)(=O)=O (2-ethyl-2H-naphtho[2,1-e]-1,2-thiazine-4(3H)-one-1,1-dioxide), N1CCCC1 (pyrrolidine), C1(=CC=C(C=C1)S(=O)(=O)O)C (p-toluenesulfonic acid), N1CCCC1 (pyrrolidine), C1(=CC=C(C=C1)S(=O)(=O)O)C (p-toluenesulfonic acid). Solvent: C1=CC=CC=C1 (benzene). Conditions: time 24 hour. Product: C(C)N1S(C2=C(C(=C1)N1CCCC1)C=CC1=CC=CC=C12)(=O)=O (2-Ethyl-4-(1-pyrrolidyl)-2H-naphtho[2,1-e]-1,2-thiazine-1,1-dioxide). The yield is 50.1%. Reaction SMILES: [CH2:1]([N:3]1[CH2:8][C:7](=O)[C:6]2[CH:10]=[CH:11][C:12]3[C:17]([C:5]=2[S:4]1(=[O:19])=[O:18])=[CH:16][CH:15]=[CH:14][CH:13]=3)[CH3:2].[NH:20]1[CH2:24][CH2:23][CH2:22][CH2:21]1.C1(C)C=CC(S(O)(=O)=O)=CC=1>C1C=CC=CC=1>[CH2:1]([N:3]1[CH:8]=[C:7]([N:20]2[CH2:24][CH2:23][CH2:22][CH2:21]2)[C:6]2[CH:10]=[CH:11][C:12]3[C:17]([C:5]=2[S:4]1(=[O:19])=[O:18])=[CH:16][CH:15]=[CH:14][CH:13]=3)[CH3:2]. Procedure details: A mixture of 2 gm (7.3 millimols) of 2-ethyl-2H-naphtho[2,1-e]-1,2-thiazine-4(3H)-one-1,1-dioxide, 1.04 gm (14.6 millimols) of pyrrolidine, 200 mgm p-toluenesulfonic acid and 100 mlof benzene was refluxed for 24 hours in a vessel equipped with a water trap. Subsequently, another 1.04 gm (14.6 millimols) of pyrrolidine and 200 mgm of p-toluenesulfonic acid were added, and the reaction mixture wasrefluxed for 24 hours more. After cooling, the reaction mixture was evaporated, and the residue was ex... The reactants are COC1=C(C(=CC=C1)OC)C1CCCC(N1CC1=CC=C(C=C1)O)=O (6-(2,6-dimethoxyphenyl)-1-(4-hydroxybenzyl)piperidin-2-one), BrCC1CC1 ((bromomethyl)cyclopropane). Yields the product C1(CC1)COC1=CC=C(CN2C(CCCC2C2=C(C=CC=C2OC)OC)=O)C=C1 (1-(4-(cyclopropylmethoxy)benzyl)-6-(2,6-dimethoxyphenyl)piperidin-2-one). RXN SMILES: [CH3:1][O:2][C:3]1[CH:8]=[CH:7][CH:6]=[C:5]([O:9][CH3:10])[C:4]=1[CH:11]1[N:16]([CH2:17][C:18]2[CH:23]=[CH:22][C:21]([OH:24])=[CH:20][CH:19]=2)[C:15](=[O:25])[CH2:14][CH2:13][CH2:12]1.Br[CH2:27][CH:28]1[CH2:30][CH2:29]1>>[CH:28]1([CH2:27][O:24][C:21]2[CH:22]=[CH:23][C:18]([CH2:17][N:16]3[CH:11]([C:4]4[C:5]([O:9][CH3:10])=[CH:6][CH:7]=[CH:8][C:3]=4[O:2][CH3:1])[CH2:12][CH2:13][CH2:14][C:15]3=[O:25])=[CH:19][CH:20]=2)[CH2:30][CH2:29]1. Procedure details: Prepared according to the described general procedure 7 (GP7) by O-alkylation of 6-(2,6-dimethoxyphenyl)-1-(4-hydroxybenzyl)piperidin-2-one with commercially available (bromomethyl)cyclopropane. Subsequent purification by preparative HPLC afforded the target compound. LC-MS (conditions E): tR=0.78 min.; [M+H]+: 396.27 g/mol. Starting materials: O[C@@H]1[C@H](CCCC1)N1C(C=2C=C(C3=C(C2C1)C=CC=C3)CC=3C=NC(=CC3)SC)=O (2-[(1S,2S)-2-hydroxycyclohexyl]-5-{[6-(methylthio)pyridine-3-yl]methyl}-1,2-dihydro-3H-benzo[e]isoindol-3-one), N[C@@H]1[C@H](CCCC1)O ((1S,2S)-2-aminocyclohexanol), ClCC=1C=CC(=NC1)SC (5-(chloromethyl)-2-(methylthio)pyridine). Yields the product COC1=CC=C(C=N1)CC=1C2=C(C=3CNC(C3C1)=O)C=CC=C2 (5-[(6-Methoxypyridin-3-yl)methyl]-1,2-dihydro-3H-benzo[e]isoindol-3-one). Reaction SMILES: O[C@H]1CCCC[C@@H]1[N:8]1[CH2:16][C:15]2[C:14]3[CH:17]=[CH:18][CH:19]=[CH:20][C:13]=3[C:12]([CH2:21][C:22]3[CH:23]=[N:24][C:25](SC)=[CH:26][CH:27]=3)=[CH:11][C:10]=2[C:9]1=[O:30].N[C@H]1CCCC[C@@H:33]1[OH:38].ClCC1C=CC(SC)=NC=1>>[CH3:33][O:38][C:25]1[N:24]=[CH:23][C:22]([CH2:21][C:12]2[C:13]3[CH:20]=[CH:19][CH:18]=[CH:17][C:14]=3[C:15]3[CH2:16][NH:8][C:9](=[O:30])[C:10]=3[CH:11]=2)=[CH:27][CH:26]=1. Reported procedure: 5-[(6-Methoxypyridin-3-yl)methyl]-1,2-dihydro-3H-benzo[e]isoindol-3-one was prepared employing the procedures described for the construction of 2-[(1S,2S)-2-hydroxycyclohexyl]-5-{[6-(methylthio)pyridine-3-yl]methyl}-1,2-dihydro-3H-benzo[e]isoindol-3-one in Example 10, substituting ammonium hydroxide for (1S,2S)-2-aminocyclohexanol, and substituting 5-(chloromethyl)-2-methoxypyridine for 5-(chloromethyl)-2-(methylthio)pyridine.